Dataset: the Open Reaction Database (ORD), a public repository of structured organic reaction records. Task: describe an organic reaction: reactants, conditions, products, and yield Starting materials: CC1(C)CCC(=O)c2cc(N)ccc21, Cl, [I-], [K+], O=N[O-], [Na+], O. The product is CC1(C)CCC(=O)c2cc(I)ccc21. As a reaction SMILES: [CH3:1][C:2]1([CH3:14])[CH2:3][CH2:4][C:5](=[O:13])[c:6]2[cH:7][c:8]([NH2:12])[cH:9][cH:10][c:11]21.[ClH:21].[I-:20].[K+:19].[N:15]([O-:16])=[O:17].[Na+:18].[OH2:22]>>[CH3:1][C:2]1([CH3:14])[CH2:3][CH2:4][C:5](=[O:13])[c:6]2[cH:7][c:8]([I:20])[cH:9][cH:10][c:11]21.